Task: describe an organic reaction: reactants, conditions, products, and yield. Dataset: the Open Reaction Database (ORD), a public repository of structured organic reaction records Reactants: ClC1=CC=C(N=N1)NC(C)=O (N-(6--chloro-3-pyridazinyl)acetamide), CC=1C=C(C=CC1)N1CCNCC1 (1-(3-methylphenyl)piperazine), C([O-])([O-])=O.[K+].[K+] (potassium carbonate), ClC(Cl)Cl (trichloromethane). Solvent: O (water). Conditions: temperature 160 celsius, time 7 hour. The product is Cl.Cl.CC=1C=C(C=CC1)N1CCN(CC1)C1=CC=C(N=N1)N (6-[4-(3-methylphenyl)-1-piperazinyl]-3-pyridazinamine dihydrochloride). Isolated yield 6.6%. Reaction SMILES: [Cl:1][C:2]1[N:7]=[N:6][C:5]([NH:8]C(=O)C)=[CH:4][CH:3]=1.[CH3:12][C:13]1[CH:14]=[C:15]([N:19]2[CH2:24][CH2:23][NH:22][CH2:21][CH2:20]2)[CH:16]=[CH:17][CH:18]=1.C(=O)([O-])[O-].[K+].[K+].[Cl:31]C(Cl)Cl>O>[ClH:1].[ClH:31].[CH3:12][C:13]1[CH:14]=[C:15]([N:19]2[CH2:24][CH2:23][N:22]([C:2]3[N:7]=[N:6][C:5]([NH2:8])=[CH:4][CH:3]=3)[CH2:21][CH2:20]2)[CH:16]=[CH:17][CH:18]=1 |f:2.3.4,7.8.9|. Procedure: A mixture of 3.5 parts of N-(6--chloro-3-pyridazinyl)acetamide, 3.6 parts of 1-(3-methylphenyl)piperazine and 2.8 parts of potassium carbonate was stirred for 7 hours in an oil bath at 160° C. After cooling, trichloromethane and water were added. The layers were separated. The organic layer Was dried, filtered and evaporated. The residue was purified by column chromatography over silica gel using a mixture of trichloromethane and methanol (97:3 by volume) as eluent. The second fraction was colle... The reactants are C(C)C1=CC=C(S1)C1=CC(SC2=CC=C(C=C12)C#CC1=CC=C(C(=O)OCC)C=C1)(C)C (ethyl 4-[[4-(5-ethylthiophen-2-yl)-2,2-dimethyl-(2H)-thiochromen-6-yl]-ethynyl]-benzoate), C(C)C1(SC=CC1)C1=CC(SC2=CC=C(C=C12)C#CC1=CC=C(C(=O)OCC)C=C1)(C)C (Ethyl 4-[[4-(2-ethyl-thiophen-2-yl)-2,2-dimethyl-(2H)-thiochromen-6-yl]-ethynyl]-benzoate), [OH-].[Na+] (NaOH), aqueous solution, Cl (HCl). The solvent is C1CCOC1 (THF), CCO (EtOH). Run at time 8 hour. The product is CC1=CC=C(S1)C1=CC(SC2=CC=C(C=C12)CCC1=CC=C(C(=O)O)C=C1)(C)C (4-[[4-(5-methyl-thiophen-2-yl)-2,2-dimethyl-(2H)-thiochromen-6-yl]-ethyl]benzoic acid). Yield: 73.7%. Reaction SMILES: [CH2:1]([C:3]1[S:7][C:6]([C:8]2[C:17]3[C:12](=[CH:13][CH:14]=[C:15]([C:18]#[C:19][C:20]4[CH:30]=[CH:29][C:23]([C:24]([O:26]CC)=[O:25])=[CH:22][CH:21]=4)[CH:16]=3)[S:11][C:10]([CH3:32])([CH3:31])[CH:9]=2)=[CH:5][CH:4]=1)C.C(C1(C2C3C(=CC=C(C#CC4C=CC(C(OCC)=O)=CC=4)C=3)SC(C)(C)C=2)CC=CS1)C.[OH-].[Na+].Cl>C1COCC1.CCO>[CH3:1][C:3]1[S:7][C:6]([C:8]2[C:17]3[C:12](=[CH:13][CH:14]=[C:15]([CH2:18][CH2:19][C:20]4[CH:21]=[CH:22][C:23]([C:24]([OH:26])=[O:25])=[CH:29][CH:30]=4)[CH:16]=3)[S:11][C:10]([CH3:32])([CH3:31])[CH:9]=2)=[CH:5][CH:4]=1 |f:2.3|. Procedure details: To a solution of ethyl 4-[[4-(5-ethylthiophen-2-yl)-2,2-dimethyl-(2H)-thiochromen-6-yl]-ethynyl]-benzoate (Compound 231, 23.0 mg, 0.05 mmol) in 1.0 mL THF and 1.0 mL EtOH was added NaOH (40.0 mg, 1.0 mmol, 1.0 mL of a 1M aqueous solution). The resulting solution was stirred overnight at room temperature. The reaction mixture was acidified with 10% aqueous HCl and extracted with EtOAc. The combined organic layers were washed with H2O, saturated aqueous NaCl, and dried (Na2SO4) before removing the... The reactants are O=C([O-])[O-], O=C(Cl)OCc1ccccc1, CCOC(C)=O, [K+], [K+], O=C1CCNc2ccccc21, C1CCOC1, O. The product is O=C1CCN(C(=O)OCc2ccccc2)c2ccccc21. Reaction SMILES: [C:24](=[O:25])([O-:26])[O-:27].[CH2:12]([c:13]1[cH:14][cH:15][cH:16][cH:17][cH:18]1)[O:19][C:20](=[O:21])[Cl:22].[CH3:35][CH2:36][O:37][C:38](=[O:39])[CH3:40].[K+:28].[K+:29].[NH:1]1[CH2:2][CH2:3][C:4](=[O:11])[c:5]2[cH:6][cH:7][cH:8][cH:9][c:10]21.[O:30]1[CH2:31][CH2:32][CH2:33][CH2:34]1.[OH2:23]>>[N:1]1([C:20]([O:19][CH2:12][c:13]2[cH:14][cH:15][cH:16][cH:17][cH:18]2)=[O:21])[CH2:2][CH2:3][C:4](=[O:11])[c:5]2[cH:6][cH:7][cH:8][cH:9][c:10]21.